Dataset: the Open Reaction Database (ORD), a public repository of structured organic reaction records. Task: describe an organic reaction: reactants, conditions, products, and yield The reactants are O=C1CCC(=O)N1Br, O=C(OOC(=O)c1ccccc1)c1ccccc1, ClC(Cl)(Cl)Cl, Cc1ccc(-c2sccc2C#N)cc1. Product: N#Cc1ccsc1-c1ccc(CBr)cc1. As a reaction SMILES: [Br:15][N:16]1[C:17](=[O:18])[CH2:19][CH2:20][C:21]1=[O:22].[C:23]([O:24][O:25][C:26](=[O:27])[c:28]1[cH:29][cH:30][cH:31][cH:32][cH:33]1)(=[O:34])[c:35]1[cH:36][cH:37][cH:38][cH:39][cH:40]1.[C:41]([Cl:42])([Cl:43])([Cl:44])[Cl:45].[CH3:1][c:2]1[cH:3][cH:4][c:5](-[c:8]2[s:9][cH:10][cH:11][c:12]2[C:13]#[N:14])[cH:6][cH:7]1>>[CH2:1]([c:2]1[cH:3][cH:4][c:5](-[c:8]2[s:9][cH:10][cH:11][c:12]2[C:13]#[N:14])[cH:6][cH:7]1)[Br:15].